From a dataset of the Open Reaction Database (ORD), a public repository of structured organic reaction records. describe an organic reaction: reactants, conditions, products, and yield The reactants are C(#N)CC(=O)OCC (ethyl cyanoacetate), [H-].[Na+] (sodium hydride), FC1=C2CCN(N3C2=C(C=C1F)C(C(=C3)C(=O)OCC)=O)C (ethyl 4,5-difluoro-2,3-dihydro-1-methyl-7-oxo-1H,7H-pyrido[3,2,1-ij]cinnoline-8-carboxylate). Solvent: CN(C=O)C (N,N-dimethylformamide). Conditions: time 1 hour. Product: FC=1C(=C2CCN(N3C2=C(C1)C(C(=C3)C(=O)OCC)=O)C)C(C(=O)OCC)C#N (Ethyl 5-Fluoro-4-{cyano(ethoxycarbonyl)methyl}-2,3-dihydro-1-methyl-7-oxo-1H,7H-pyrido[3,2,1-ij]cinnoline-8-carboxylate). The yield is 56.1%. RXN SMILES: [H-].[Na+].[C:3]([CH2:5][C:6]([O:8][CH2:9][CH3:10])=[O:7])#[N:4].F[C:12]1[C:21]([F:22])=[CH:20][C:19]2[C:23](=[O:31])[C:24]([C:26]([O:28][CH2:29][CH3:30])=[O:27])=[CH:25][N:17]3[C:18]=2[C:13]=1[CH2:14][CH2:15][N:16]3[CH3:32]>CN(C)C=O>[F:22][C:21]1[C:12]([CH:5]([C:3]#[N:4])[C:6]([O:8][CH2:9][CH3:10])=[O:7])=[C:13]2[C:18]3=[C:19]([C:23](=[O:31])[C:24]([C:26]([O:28][CH2:29][CH3:30])=[O:27])=[CH:25][N:17]3[N:16]([CH3:32])[CH2:15][CH2:14]2)[CH:20]=1 |f:0.1|. Procedure details: 168 mg (4.2 mmol) of 60% sodium hydride was added to 20 ml of N,N-dimethylformamide, and while cooling on ice, 452 mg (4 mmol) of ethyl cyanoacetate was dropped to the solution. The solution was stirred for 1 hour at room temperature. 612 mg (2 mmol) of ethyl 4,5-difluoro-2,3-dihydro-1-methyl-7-oxo-1H,7H-pyrido[3,2,1-ij]cinnoline-8-carboxylate was added to the solution, and the solution was stirred overnight at room temperature. The solution was heated at 70° C. for 2 hours, and the solvent was ... Reactants: CC(C)(C)OC(=O)Nc1cnc(Cl)c(Br)c1I, ClCCl, O=C(O)C(F)(F)F. The product is Nc1cnc(Cl)c(Br)c1I. Reaction SMILES: [C:8]([O:9][C:10](=[O:11])[NH:14][c:15]1[cH:16][n:17][c:18]([Cl:23])[c:19]([Br:22])[c:20]1[I:21])([CH3:12])([CH3:13])[CH3:24].[Cl:25][CH2:26][Cl:27].[OH:1][C:2]([C:3]([F:4])([F:5])[F:6])=[O:7]>>[NH2:14][c:15]1[cH:16][n:17][c:18]([Cl:23])[c:19]([Br:22])[c:20]1[I:21]. Starting materials: COC(NC(C(=O)N1C2CCC(C1C=1NC(=CN1)C1=CC=C(C=C1)C1=CC3=CC=C(C=C3C=C1)C=1NC(=NC1)C1N(CCC1)C(C(C1=CC=CC=C1)NC(=O)OC)=O)C2)C2CCOCC2)=O ([2-(3-{5-[4-(6-{2-[1-(2-Methoxycarbonylamino-2-phenyl-acetyl)-pyrrolidin-2-yl]-3H-imidazol-4-yl}-naphthalen-2-yl)-phenyl]-1H-imidazol-2-yl}-2-aza-bicyclo[2.2.1]hept-2-yl)-2-oxo-1-(tetrahydro-pyran-4-yl)-ethyl]-carbamic acid methyl ester), C(C)(C)(C)OC(=O)N1C2CCC(C1C(=O)O)C2 (2-Aza-bicyclo[2.2.1]heptane-2,3-dicarboxylic acid 2-tert-butyl ester), COC(=O)N[C@H](C(=O)O)C(C)C ((S)-2-(methoxycarbonylamino)-3-methylbutanoic acid), BrC1=CC=C(C=C1)C(CCl)=O (1-(4-Bromo-phenyl)-2-chloro-ethanone), C(C)(C)(C)OC(=O)N1C(CCC1)C(=O)O (Pyrrolidine-1,2-dicarboxylic acid 1-tert-butyl ester), COC(=O)NC(C(=O)O)C1CCOCC1 (Methoxycarbonylamino-(tetrahydro-pyran-4-yl)-acetic acid). Product: COC(=O)N[C@H](C(=O)N1[C@@H](CCC1)C=1NC(=CN1)C=1C=C(C=CC1)C=1C=C2C=CC(=CC2=CC1)C1=CN=C(N1)[C@H]1N(CCC1)C([C@H](C(C)C)NC(OC)=O)=O)C(C)C (Methyl (S)-1-((S)-2-(5-(6-(3-(2-((S)-1-((S)-2-(methoxycarbonylamino)-3-methylbutanoyl)pyrrolidin-2-yl)-1H-imidazol-5-yl)phenyl)naphthalen-2-yl)-1H-imidazol-2-yl)pyrrolidin-1-yl)-3-methyl-1-oxobutan-2-ylcarbamate). As a reaction SMILES: COC(=O)NC(C1CCOCC1)C(N1C(C2NC(C3C=CC([C:25]4[CH:34]=[CH:33][C:32]5[C:27](=[CH:28][CH:29]=[C:30]([C:35]6[NH:36][C:37]([CH:40]7[CH2:44][CH2:43][CH2:42][N:41]7[C:45](=[O:58])[CH:46]([NH:53][C:54]([O:56][CH3:57])=[O:55])[C:47]7[CH:52]=CC=C[CH:48]=7)=[N:38][CH:39]=6)[CH:31]=5)[CH:26]=4)=CC=3)=CN=2)C2CC1CC2)=O.Br[C:68]1[CH:73]=CC(C(=O)CCl)=C[CH:69]=1.C(O[C:83]([N:85]1[CH2:89][CH2:88][CH2:87][CH:86]1[C:90](O)=O)=[O:84])(C)(C)C.[C:93]([O:97][C:98]([N:100]1[CH:105](C(O)=O)[CH:104]2[CH2:109]C1C[CH2:103]2)=[O:99])(C)(C)C.COC([NH:114][C@@H:115]([CH:119]([CH3:121])[CH3:120])[C:116](O)=O)=O.COC([NH:126]C(C1CCOCC1)C(O)=O)=O>>[CH3:93][O:97][C:98]([NH:100][C@@H:105]([CH:104]([CH3:103])[CH3:109])[C:83]([N:85]1[CH2:89][CH2:88][CH2:87][C@H:86]1[C:90]1[NH:114][C:115]([C:119]2[CH:121]=[C:69]([C:25]3[CH:26]=[C:27]4[C:32](=[CH:33][CH:34]=3)[CH:31]=[C:30]([C:35]3[NH:36][C:37]([C@@H:40]5[CH2:44][CH2:43][CH2:42][N:41]5[C:45](=[O:58])[C@@H:46]([NH:53][C:54](=[O:55])[O:56][CH3:57])[CH:47]([CH3:52])[CH3:48])=[N:38][CH:39]=3)[CH:29]=[CH:28]4)[CH:68]=[CH:73][CH:120]=2)=[CH:116][N:126]=1)=[O:84])=[O:99]. Reported procedure: The title compound was prepared as described for [2-(3-{5-[4-(6-{2-[1-(2-Methoxycarbonylamino-2-phenyl-acetyl)-pyrrolidin-2-yl]-3H-imidazol-4-yl}-naphthalen-2-yl)-phenyl]-1H-imidazol-2-yl}-2-aza-bicyclo[2.2.1]hept-2-yl)-2-oxo-1-(tetrahydro-pyran-4-yl)-ethyl]-carbamic acid methyl ester, substituting 2-bromo-1-(3-bromophenyl)ethanone for 1-(4-Bromo-phenyl)-2-chloro-ethanone, Pyrrolidine-1,2-dicarboxylic acid 1-tert-butyl ester for 2-Aza-bicyclo[2.2.1]heptane-2,3-dicarboxylic acid 2-tert-butyl este... Reactants: FC1=C(C=CC(=O)O)C=CC(=C1)[N+](=O)[O-] (2-fluoro-4-nitrocinnamic acid), BrBr (bromine), Cl (hydrogen chloride), FC1=C(C=CC(=C1)NCCCCCCCCCCCCCCCC)C#CC(=O)OCC (ethyl 2-fluoro-4-(hexadecylamino)phenylpropiolate), ethyl ester, C(C#C)(=O)O (propiolic acid), BrCCCCCCCCCCCCCCCC (1-bromohexadecane). Run in C(C)(=O)O (acetic acid), [OH-].[Na+] (sodium hydroxide), ferric sulfate, [OH-].[NH4+] (ammonium hydroxide). The product is FC1=C(C=CC(=C1)NCCCCCCCCCCCCCCCC)C#CC(=O)O (2-fluoro-4-(hexadecylamino)phenylpropiolic acid). RXN SMILES: FC1C=C([N+]([O-])=O)C=CC=1C=CC(O)=O.BrBr.Cl.C(O)(=O)C#C.BrCCCCCCCCCCCCCCCC.[F:41][C:42]1[CH:47]=[C:46]([NH:48][CH2:49][CH2:50][CH2:51][CH2:52][CH2:53][CH2:54][CH2:55][CH2:56][CH2:57][CH2:58][CH2:59][CH2:60][CH2:61][CH2:62][CH2:63][CH3:64])[CH:45]=[CH:44][C:43]=1[C:65]#[C:66][C:67]([O:69]CC)=[O:68]>C(O)(=O)C.[OH-].[Na+].[OH-].[NH4+]>[F:41][C:42]1[CH:47]=[C:46]([NH:48][CH2:49][CH2:50][CH2:51][CH2:52][CH2:53][CH2:54][CH2:55][CH2:56][CH2:57][CH2:58][CH2:59][CH2:60][CH2:61][CH2:62][CH2:63][CH3:64])[CH:45]=[CH:44][C:43]=1[C:65]#[C:66][C:67]([OH:69])=[O:68] |f:7.8,9.10|. Reported procedure: Alternatively, the 2-fluoro-4-aminophenylpropiolic acid is prepared from 2-fluoro-4-nitrocinnamic acid by successive treatment with bromine in acetic acid, aqueous sodium hydroxide, ferric sulfate and ammonium hydroxide, and ethanolic hydrogen chloride. The propiolic acid is then converted to the corresponding ethyl ester and alkylated with 1-bromohexadecane in the manner of Example 9. The resulting ethyl 2-fluoro-4-(hexadecylamino)phenylpropiolate is hydrolyzed in the manner of Example 10 to yi... The reactants are [OH-].[Na+] (sodium hydroxide), C(C)N(C1=CC=C(C=O)C=C1)CC (p-diethylaminobenzaldehyde), C(C)(=O)C1=CC=CC=C1 (acetophenone). The solvent is C(C)O (ethanol). Reaction conditions: temperature 50 celsius, time 5 hour. The product is C(C)N(C1=CC=C(C=C1)C(CC(=O)C1=CC=CC=C1)CC(=O)C1=CC=CC=C1)CC (3-(p-diethylaminophenyl) -1,5-diphenylpentane-1,5-dione). RXN SMILES: [OH-:1].[Na+].[CH2:3]([N:5]([CH2:14][CH3:15])[C:6]1[CH:13]=[CH:12][C:9]([CH:10]=O)=[CH:8][CH:7]=1)[CH3:4].[C:16]([C:19]1[CH:24]=[CH:23][CH:22]=[CH:21][CH:20]=1)(=[O:18])[CH3:17]>C(O)C>[CH2:3]([N:5]([CH2:14][CH3:15])[C:6]1[CH:13]=[CH:12][C:9]([CH:10]([CH2:17][C:16]([C:19]2[CH:24]=[CH:23][CH:22]=[CH:21][CH:20]=2)=[O:1])[CH2:17][C:16]([C:19]2[CH:24]=[CH:23][CH:22]=[CH:21][CH:20]=2)=[O:18])=[CH:8][CH:7]=1)[CH3:4] |f:0.1|. Procedure details: 18 g of 50% by weight sodium hydroxide solution were added dropwise to 17.7 g of p-diethylaminobenzaldehyde and 26.4 g of acetophenone in 150 ml of ethanol at 20° C. The mixture was then stirred at 20° C. for 2 hours and at 50° C. for 5 hours. The precipitate was filtered off and washed with ethanol until the residue was only pale yellowish and then with water until neutral. 33.6 g of 3-(p-diethylaminophenyl) -1,5-diphenylpentane-1,5-dione were obtained. The almost colorless crystals melt at 110... Reactants: [BH4-], CCO, C=CCCCCC(=O)N(C)C(C)C(=O)NC(CC(C)CCC=C)C(=O)CCl, [Na+]. The product is C=CCCCCC(=O)N(C)C(C)C(=O)NC(CC(C)CCC=C)C(O)CCl. Reaction SMILES: [BH4-:28].[CH3:30][CH2:31][OH:32].[Cl:1][CH2:2][C:3](=[O:4])[CH:5]([CH2:6][CH:7]([CH2:8][CH2:9][CH:10]=[CH2:11])[CH3:12])[NH:13][C:14](=[O:15])[CH:16]([CH3:17])[N:18]([C:19]([CH2:20][CH2:21][CH2:22][CH2:23][CH:24]=[CH2:25])=[O:26])[CH3:27].[Na+:29]>>[Cl:1][CH2:2][CH:3]([OH:4])[CH:5]([CH2:6][CH:7]([CH2:8][CH2:9][CH:10]=[CH2:11])[CH3:12])[NH:13][C:14](=[O:15])[CH:16]([CH3:17])[N:18]([C:19]([CH2:20][CH2:21][CH2:22][CH2:23][CH:24]=[CH2:25])=[O:26])[CH3:27]. Starting materials: Intermediate 1E, BrC=1C(=NNC1C)C(=O)N(CCCC)CCCC (4-bromo-N,N-dibutyl-5-methyl-1H-pyrazole-3-carboxamide), FC1=C(C=C(C(=O)OCC)C=C1)C(=O)N1CC2=CC=CC=C2CC1 (ethyl 4-fluoro-3-(1,2,3,4-tetrahydroisoquinoline-2-carbonyl)benzoate), FC1=C(C=C(C(=O)OCC)C=C1)C(=O)N1CC2=CC=CC=C2CC1 (ethyl 4-fluoro-3-(1,2,3,4-tetrahydroisoquinoline-2-carbonyl)benzoate). Product: BrC=1C(=NN(C1C)C1=C(C=C(C(=O)OCC)C=C1)C(=O)N1CC2=CC=CC=C2CC1)C(N(CCCC)CCCC)=O (Ethyl 4-(4-bromo-3-(dibutylcarbamoyl)-5-methyl-1H-pyrazol-1-yl)-3-(1,2,3,4-tetrahydroisoquinoline-2-carbonyl)benzoate). Isolated yield 51.9%. As a reaction SMILES: [Br:1][C:2]1[C:3]([C:8]([N:10]([CH2:15][CH2:16][CH2:17][CH3:18])[CH2:11][CH2:12][CH2:13][CH3:14])=[O:9])=[N:4][NH:5][C:6]=1[CH3:7].F[C:20]1[CH:30]=[CH:29][C:23]([C:24]([O:26][CH2:27][CH3:28])=[O:25])=[CH:22][C:21]=1[C:31]([N:33]1[CH2:42][CH2:41][C:40]2[C:35](=[CH:36][CH:37]=[CH:38][CH:39]=2)[CH2:34]1)=[O:32]>>[Br:1][C:2]1[C:3]([C:8](=[O:9])[N:10]([CH2:11][CH2:12][CH2:13][CH3:14])[CH2:15][CH2:16][CH2:17][CH3:18])=[N:4][N:5]([C:20]2[CH:30]=[CH:29][C:23]([C:24]([O:26][CH2:27][CH3:28])=[O:25])=[CH:22][C:21]=2[C:31]([N:33]2[CH2:42][CH2:41][C:40]3[C:35](=[CH:36][CH:37]=[CH:38][CH:39]=3)[CH2:34]2)=[O:32])[C:6]=1[CH3:7]. Procedure: Following a procedure analogous to that for the synthesis of Intermediate 1E, 4-bromo-N,N-dibutyl-5-methyl-1H-pyrazole-3-carboxamide (646 mg, 2.04 mmol) and ethyl 4-fluoro-3-(1,2,3,4-tetrahydroisoquinoline-2-carbonyl)benzoate (Intermediate 1D, 1.07 g, 3.27 mmol) were converted to the title compound (660 mg, 48%). 1H NMR (CDCl3, 2:1 mixture of amide rotamers) δ 8.24-8.19 (m, 1H), 8.14-8.10 (m, 1H), 7.45-7.39 (m, 1H), 7.25-7.09 (m, 3.5H), 6.88 (d, J=7.3 Hz, 0.5H), 4.78 (d, J=8.8 Hz, 1H), 4.49-4.36... Starting materials: step-ii, C(CC1=CC=CC=C1)N1N=CC(=C1)C1=CN(C2=NC=C(C=C21)C=2C=CC(=NC2)N2CCN(CC2)C(=O)OC(C)(C)C)S(=O)(=O)C2=CC=C(C)C=C2 (tert-butyl 4-(5-(3-(1-phenethyl-1H-pyrazol-4-yl)-1-tosyl-1H-pyrrolo[2,3-b]pyridin-5-yl)pyridin-2-yl)piperazine-1-carboxylate), C(=O)(C(F)(F)F)O.C(Cl)Cl (TFA DCM). Product: C(CC1=CC=CC=C1)N1N=CC(=C1)C1=CN(C2=NC=C(C=C21)C=2C=NC(=CC2)N2CCNCC2)S(=O)(=O)C2=CC=C(C)C=C2 (3-(1-phenethyl-1H-pyrazol-4-yl)-5-(6-(piperazin-1-yl)pyridin-3-yl)-1-tosyl-1H-pyrrolo[2,3-b]pyridine). Yield: 91.6%. RXN SMILES: [CH2:1]([N:9]1[CH:13]=[C:12]([C:14]2[C:22]3[C:17](=[N:18][CH:19]=[C:20]([C:23]4[CH:24]=[CH:25][C:26]([N:29]5[CH2:34][CH2:33][N:32](C(OC(C)(C)C)=O)[CH2:31][CH2:30]5)=[N:27][CH:28]=4)[CH:21]=3)[N:16]([S:42]([C:45]3[CH:51]=[CH:50][C:48]([CH3:49])=[CH:47][CH:46]=3)(=[O:44])=[O:43])[CH:15]=2)[CH:11]=[N:10]1)[CH2:2][C:3]1[CH:8]=[CH:7][CH:6]=[CH:5][CH:4]=1.C(O)(C(F)(F)F)=O.C(Cl)Cl>>[CH2:1]([N:9]1[CH:13]=[C:12]([C:14]2[C:22]3[C:17](=[N:18][CH:19]=[C:20]([C:23]4[CH:28]=[N:27][C:26]([N:29]5[CH2:34][CH2:33][NH:32][CH2:31][CH2:30]5)=[CH:25][CH:24]=4)[CH:21]=3)[N:16]([S:42]([C:45]3[CH:46]=[CH:47][C:48]([CH3:49])=[CH:50][CH:51]=3)(=[O:43])=[O:44])[CH:15]=2)[CH:11]=[N:10]1)[CH2:2][C:3]1[CH:4]=[CH:5][CH:6]=[CH:7][CH:8]=1 |f:1.2|. Reported procedure: Using similar reaction conditions as described in step-ii of example-7, tert-butyl 4-(5-(3-(1-phenethyl-1H-pyrazol-4-yl)-1-tosyl-1H-pyrrolo[2,3-b]pyridin-5-yl)pyridin-2-yl)piperazine-1-carboxylate (140 mg, 0.199 mmol) was deprotected with TFA/DCM (2/1 ml). This afforded 110 mg (91.6% yield) of the titled compound. MS: m/z=604.1 (M+1). Reactants: Cc1ccccc1, O, O=C(O)c1ccccc1Nc1ccccc1O, Cc1ccc(S(=O)(=O)O)cc1. Product: O=C1Oc2ccccc2Nc2ccccc21. As a reaction SMILES: [CH3:30][c:31]1[cH:32][cH:33][cH:34][cH:35][cH:36]1.[OH2:29].[OH:1][c:2]1[c:3]([NH:8][c:9]2[c:10]([C:11](=[O:12])[OH:13])[cH:14][cH:15][cH:16][cH:17]2)[cH:4][cH:5][cH:6][cH:7]1.[c:18]1([CH3:19])[cH:20][cH:21][c:22]([S:23]([OH:24])(=[O:25])=[O:26])[cH:27][cH:28]1>>[c:2]12[c:3]([cH:4][cH:5][cH:6][cH:7]1)[NH:8][c:9]1[c:10]([cH:14][cH:15][cH:16][cH:17]1)[C:11](=[O:13])[O:12]2.